This data is from the Open Reaction Database (ORD), a public repository of structured organic reaction records. The task is: describe an organic reaction: reactants, conditions, products, and yield The reactants are COC(CC=1C=C(C(=CC1)OC)C1=C(C=CC(=C1)OC)CNCC)=O ((2′ ethylaminomethyl-6,5′-dimethoxy-biphenyl-3-yl)-acetic acid methyl ester), ClC(=O)OCC1=CC=C(C=C1)F (4-fluorobenzyl chloroformate). Yields the product COC(CC=1C=C(C(=CC1)OC)C1=C(C=CC(=C1)OC)CN(C(=O)OCC1=CC=C(C=C1)F)CC)=O ((2′-{[Ethyl-(4-fluoro-benzyloxycarbonyl)-amino]-methyl}-6,5′-dimethoxy-biphenyl-3-yl)-acetic acid methyl ester). Reaction SMILES: [CH3:1][O:2][C:3](=[O:25])[CH2:4][C:5]1[CH:6]=[C:7]([C:13]2[CH:18]=[C:17]([O:19][CH3:20])[CH:16]=[CH:15][C:14]=2[CH2:21][NH:22][CH2:23][CH3:24])[C:8]([O:11][CH3:12])=[CH:9][CH:10]=1.Cl[C:27]([O:29][CH2:30][C:31]1[CH:36]=[CH:35][C:34]([F:37])=[CH:33][CH:32]=1)=[O:28]>>[CH3:1][O:2][C:3](=[O:25])[CH2:4][C:5]1[CH:6]=[C:7]([C:13]2[CH:18]=[C:17]([O:19][CH3:20])[CH:16]=[CH:15][C:14]=2[CH2:21][N:22]([CH2:23][CH3:24])[C:27]([O:29][CH2:30][C:31]2[CH:36]=[CH:35][C:34]([F:37])=[CH:33][CH:32]=2)=[O:28])[C:8]([O:11][CH3:12])=[CH:9][CH:10]=1. Reported procedure: Prepared according to the procedure described in Example 1, Step 6, using the following starting materials: (2′ ethylaminomethyl-6,5′-dimethoxy-biphenyl-3-yl)-acetic acid methyl ester and 4-fluorobenzyl chloroformate.